Dataset: the Open Reaction Database (ORD), a public repository of structured organic reaction records. Task: describe an organic reaction: reactants, conditions, products, and yield The reactants are COc1cc(C#N)ccc1NC(=O)C1NC(CC(C)(C)C)C2(C(=O)Nc3cc(Cl)ccc32)C1c1cc(F)cc(Cl)c1, CS(C)=O, [Na+], [OH-], OO. Yields the product COc1cc(C(N)=O)ccc1NC(=O)C1NC(CC(C)(C)C)C2(C(=O)Nc3cc(Cl)ccc32)C1c1cc(F)cc(Cl)c1. RXN SMILES: [C:1](#[N:2])[c:3]1[cH:4][c:5]([O:40][CH3:41])[c:6]([NH:9][C:10](=[O:11])[CH:12]2[CH:13]([c:32]3[cH:33][c:34]([Cl:39])[cH:35][c:36]([F:38])[cH:37]3)[C:14]3([C:15](=[O:24])[NH:16][c:17]4[cH:18][c:19]([Cl:23])[cH:20][cH:21][c:22]43)[CH:25]([CH2:27][C:28]([CH3:29])([CH3:30])[CH3:31])[NH:26]2)[cH:7][cH:8]1.[CH3:46][S:47]([CH3:48])=[O:49].[Na+:45].[OH-:44].[OH:42][OH:43]>>[C:1]([NH2:2])([c:3]1[cH:4][c:5]([O:40][CH3:41])[c:6]([NH:9][C:10](=[O:11])[CH:12]2[CH:13]([c:32]3[cH:33][c:34]([Cl:39])[cH:35][c:36]([F:38])[cH:37]3)[C:14]3([C:15](=[O:24])[NH:16][c:17]4[cH:18][c:19]([Cl:23])[cH:20][cH:21][c:22]43)[CH:25]([CH2:27][C:28]([CH3:29])([CH3:30])[CH3:31])[NH:26]2)[cH:7][cH:8]1)=[O:42]. Reactants: [Br-], CC(=O)c1ccc2c(c1)OCCO2, [Mg+]C1CC1, CC(O)(c1ccc(Cl)cc1)C1CC1, C1CCOC1. The product is CC(O)(c1ccc2c(c1)OCCO2)C1CC1. RXN SMILES: [Br-:14].[CH3:1][C:2](=[O:3])[c:4]1[cH:5][c:6]2[c:7]([cH:12][cH:13]1)[O:8][CH2:9][CH2:10][O:11]2.[CH:15]1([Mg+:18])[CH2:16][CH2:17]1.[CH:19]1([C:20]([c:21]2[cH:22][cH:23][c:24]([Cl:25])[cH:26][cH:27]2)([OH:28])[CH3:29])[CH2:30][CH2:31]1.[O:32]1[CH2:33][CH2:34][CH2:35][CH2:36]1>>[CH3:1][C:2]([OH:3])([c:4]1[cH:5][c:6]2[c:7]([cH:12][cH:13]1)[O:8][CH2:9][CH2:10][O:11]2)[CH:15]1[CH2:16][CH2:17]1. The reactants are N1C=CN2C1=NC1=C(C2=O)CCC1 (1,6,7,8-tetrahydro-5H-cyclopent[d]imidazo[1,2-a]pyrimidin-5-one), ClC1=CC=C(C(=O)C2=CC=C(CBr)C=C2)C=C1 (4-(4-chlorobenzoyl)benzyl bromide), CS(=O)C (DMSO), C([O-])([O-])=O.[K+].[K+] (potassium carbonate). Run in CN(C)C=O (DMF). Reaction conditions: time 8 hour. The product is ClC1=CC=C(C(=O)C2=CC=C(CN3C=CN4C3=NC3=C(C4=O)CCC3)C=C2)C=C1 (1-[4-(4-Chlorobenzoyl)benzyl]-1,6,7,8-tetrahydro-5H-cyclopent[d]imidazo[1,2-a]pyrimidin-5-one). RXN SMILES: [NH:1]1[C:5]2=[N:6][C:7]3[CH2:13][CH2:12][CH2:11][C:8]=3[C:9](=[O:10])[N:4]2[CH:3]=[CH:2]1.[Cl:14][C:15]1[CH:30]=[CH:29][C:18]([C:19]([C:21]2[CH:28]=[CH:27][C:24]([CH2:25]Br)=[CH:23][CH:22]=2)=[O:20])=[CH:17][CH:16]=1.CS(C)=O.C(=O)([O-])[O-].[K+].[K+]>CN(C=O)C>[Cl:14][C:15]1[CH:16]=[CH:17][C:18]([C:19]([C:21]2[CH:28]=[CH:27][C:24]([CH2:25][N:1]3[C:5]4=[N:6][C:7]5[CH2:13][CH2:12][CH2:11][C:8]=5[C:9](=[O:10])[N:4]4[CH:3]=[CH:2]3)=[CH:23][CH:22]=2)=[O:20])=[CH:29][CH:30]=1 |f:3.4.5|. Procedure details: To a solution of 1,6,7,8-tetrahydro-5H-cyclopent[d]imidazo[1,2-a]pyrimidin-5-one (0.345 g, 1.967 mmol) and 4-(4-chlorobenzoyl)benzyl bromide (0.0650 g, 2.10 mmol) in DMF (15.0 ml)-DMSO (5 ml) was added potassium carbonate (0.30 g, 2.17 mmol) and the mixture was stirred at room temperature overnight. The solvent was then distilled off and the residue was purified by preparative TLC (methylene chloride: methanol=20:1) to provide a colorless amorphous solid. Starting materials: O=C([O-])O, ClCCN(CCCl)Cc1ccccc1, CCO, Cl, Cl, CC(C)(C)OC(=O)N1CCCC(N)C1, [Na+]. Product: CC(C)(C)OC(=O)N1CCCC(N2CCN(Cc3ccccc3)CC2)C1. Reaction SMILES: [C:31](=[O:32])([OH:33])[O-:34].[CH2:2]([c:3]1[cH:4][cH:5][cH:6][cH:7][cH:8]1)[N:9]([CH2:10][CH2:11][Cl:15])[CH2:13][CH2:14][Cl:12].[CH3:36][CH2:37][OH:38].[ClH:16].[ClH:1].[NH2:17][CH:18]1[CH2:19][N:20]([C:24](=[O:25])[O:26][C:27]([CH3:28])([CH3:29])[CH3:30])[CH2:21][CH2:22][CH2:23]1.[Na+:35]>>[CH2:2]([c:3]1[cH:4][cH:5][cH:6][cH:7][cH:8]1)[N:9]1[CH2:10][CH2:11][N:17]([CH:18]2[CH2:19][N:20]([C:24](=[O:25])[O:26][C:27]([CH3:28])([CH3:29])[CH3:30])[CH2:21][CH2:22][CH2:23]2)[CH2:14][CH2:13]1. Starting materials: [Br-].OC1=C(C=C(C=C1)[N+](=O)[O-])C[P+](C1=CC=CC=C1)(C1=CC=CC=C1)C1=CC=CC=C1 ((2-hydroxy-5-nitrophenyl) methyltriphenylphosphonium bromide), C(C1=CC=CC=C1)(=O)Cl (benzoyl chloride). Product: [N+](=O)([O-])C=1C=CC2=C(C=C(O2)C2=CC=CC=C2)C1 (5-Nitro-2-phenylbenzofuran). Isolated yield 80.4%. RXN SMILES: [Br-].[OH:2][C:3]1[CH:8]=[CH:7][C:6]([N+:9]([O-:11])=[O:10])=[CH:5][C:4]=1[CH2:12][P+](C1C=CC=CC=1)(C1C=CC=CC=1)C1C=CC=CC=1.[C:32](Cl)(=O)[C:33]1[CH:38]=[CH:37][CH:36]=[CH:35][CH:34]=1>>[N+:9]([C:6]1[CH:7]=[CH:8][C:3]2[O:2][C:32]([C:33]3[CH:38]=[CH:37][CH:36]=[CH:35][CH:34]=3)=[CH:12][C:4]=2[CH:5]=1)([O-:11])=[O:10] |f:0.1|. Reported procedure: 39 g (78 mmol) of (2-hydroxy-5-nitrophenyl) methyltriphenylphosphonium bromide and 18 ml (156 mmol) of benzoyl chloride are treated under conditions analogous to those of step 1 of Example 1. 15 g of product are obtained. Melting point: 159° C. Reactants: COc1ccccc1-c1n[nH]c2ncc(-c3ccc(NC(=O)CBr)c(C(=O)N(C)C)c3)cc12, NC1CC1, ClCCl. Product: COc1ccccc1-c1n[nH]c2ncc(-c3ccc(NC(=O)CNC4CC4)c(C(=O)N(C)C)c3)cc12. As a reaction SMILES: [Br:1][CH2:2][C:3](=[O:4])[NH:5][c:6]1[c:7]([C:8](=[O:9])[N:10]([CH3:11])[CH3:12])[cH:13][c:14](-[c:17]2[cH:18][c:19]3[c:20]([n:21][cH:22]2)[nH:23][n:24][c:25]3-[c:26]2[c:27]([O:32][CH3:33])[cH:28][cH:29][cH:30][cH:31]2)[cH:15][cH:16]1.[CH:34]1([NH2:37])[CH2:35][CH2:36]1.[Cl:38][CH2:39][Cl:40]>>[CH2:2]([C:3](=[O:4])[NH:5][c:6]1[c:7]([C:8](=[O:9])[N:10]([CH3:11])[CH3:12])[cH:13][c:14](-[c:17]2[cH:18][c:19]3[c:20]([n:21][cH:22]2)[nH:23][n:24][c:25]3-[c:26]2[c:27]([O:32][CH3:33])[cH:28][cH:29][cH:30][cH:31]2)[cH:15][cH:16]1)[NH:37][CH:34]1[CH2:35][CH2:36]1. Starting materials: O=C([O-])O, CC(=O)CC(C)=O, [Na+], O=CC(O)C(O)C(O)C(O)CO, O. Yields the product CC(=O)CC1OC(CO)C(O)C(O)C1O. Reaction SMILES: [C:13](=[O:14])([OH:15])[O-:16].[CH3:18][C:19]([CH2:20][C:21]([CH3:22])=[O:23])=[O:24].[Na+:17].[O:1]=[CH:2][CH:3]([OH:4])[CH:5]([OH:6])[CH:7]([OH:8])[CH:9]([OH:10])[CH2:11][OH:12].[OH2:25]>>[CH:2]1([CH2:20][C:21]([CH3:22])=[O:23])[CH:3]([OH:4])[CH:5]([OH:6])[CH:7]([OH:8])[CH:9]([CH2:11][OH:12])[O:10]1.